Task: describe an organic reaction: reactants, conditions, products, and yield. Dataset: the Open Reaction Database (ORD), a public repository of structured organic reaction records Starting materials: Cl, COC(=O)CC1c2cccc(F)c2N=C(N2CCN(c3ccc(F)c(F)c3)CC2)N1c1cc(C(F)(F)F)ccc1OC, [Na+], C1COCCO1, [OH-]. Yields the product COc1ccc(C(F)(F)F)cc1N1C(N2CCN(c3ccc(F)c(F)c3)CC2)=Nc2c(F)cccc2C1CC(=O)O. As a reaction SMILES: [ClH:45].[F:1][c:2]1[cH:3][cH:4][cH:5][c:6]2[c:11]1[N:10]=[C:9]([N:12]1[CH2:13][CH2:14][N:15]([c:18]3[cH:19][c:20]([F:25])[c:21]([F:24])[cH:22][cH:23]3)[CH2:16][CH2:17]1)[N:8]([c:26]1[c:27]([O:36][CH3:37])[cH:28][cH:29][c:30]([C:32]([F:33])([F:34])[F:35])[cH:31]1)[CH:7]2[CH2:38][C:39](=[O:40])[O:41][CH3:42].[Na+:44].[O:46]1[CH2:47][CH2:48][O:49][CH2:50][CH2:51]1.[OH-:43]>>[F:1][c:2]1[cH:3][cH:4][cH:5][c:6]2[c:11]1[N:10]=[C:9]([N:12]1[CH2:13][CH2:14][N:15]([c:18]3[cH:19][c:20]([F:25])[c:21]([F:24])[cH:22][cH:23]3)[CH2:16][CH2:17]1)[N:8]([c:26]1[c:27]([O:36][CH3:37])[cH:28][cH:29][c:30]([C:32]([F:33])([F:34])[F:35])[cH:31]1)[CH:7]2[CH2:38][C:39](=[O:40])[OH:41]. Reactants: ClC1=CC=C2C(=CC(=NC2=C1)N)N1CCNCC1 (7-chloro-4-(1-piperazinyl)-2-quinolinamine), FC(CN=C=S)(F)F (1,1,1-trifluoro-2-isothiocyanato-ethane), C(C)(C)N(CC)C(C)C (diisopropylethyl amine). Product: NC1=NC2=CC(=CC=C2C(=C1)N1CCN(CC1)C(NCC(F)(F)F)=S)Cl (4-(2-Amino-7-chloro-4-quinolinyl)-N-(2,2,2-trifluoroethyl)-1-piperazinecarbothioamide). As a reaction SMILES: [Cl:1][C:2]1[CH:11]=[C:10]2[C:5]([C:6]([N:13]3[CH2:18][CH2:17][NH:16][CH2:15][CH2:14]3)=[CH:7][C:8]([NH2:12])=[N:9]2)=[CH:4][CH:3]=1.[F:19][C:20]([F:26])([F:25])[CH2:21][N:22]=[C:23]=[S:24].C(N(C(C)C)CC)(C)C>>[NH2:12][C:8]1[CH:7]=[C:6]([N:13]2[CH2:18][CH2:17][N:16]([C:23](=[S:24])[NH:22][CH2:21][C:20]([F:26])([F:25])[F:19])[CH2:15][CH2:14]2)[C:5]2[C:10](=[CH:11][C:2]([Cl:1])=[CH:3][CH:4]=2)[N:9]=1. Procedure details: As described for example 159, 7-chloro-4-(1-piperazinyl)-2-quinolinamine, 1,1,1-trifluoro-2-isothiocyanato-ethane, and diisopropylethyl amine, are reacted to give the product. LC-MS: 466 (M++1). 1H NMR (DMSO-TFA-d6) δ 1.0–1.3 (m, 1H), 3.0–3.14 (d, 1H), 3.18–3.38 (m, 6), 3.38–3.7 (m, 7H), 4.6–4.8 (m, 1H), 6.2–6.4 (s, 1H), 6.7–7.0 (m, 1H), 7.28–7.44 (m, 1H), 7.6–7.7 (s, 1H), 7.8–8.0 (m, 1H), 8.1–8.2 (m, 1H). The reactants are C(=O)NC1=CC=C(C=C1)CCC1=CC(=C(C=C1)OCC1=CC=CC=C1)OCC1=CC=CC=C1 (N-formyl-4-[2-(3,4-dibenzyloxyphenyl)ethyl]benzeneamine), [H-].[H-].[H-].[H-].[Li+].[Al+3].C1CCOC1 (LAH THF), [H-].[H-].[H-].[H-].[Li+].[Al+3] (LAH), ice water, [OH-].[Na+] (NaOH). Run in O (Water), O (water), C1CCOC1 (THF), C1CCOC1 (THF). Run at time 20 hour. Product: CNC1=CC=C(C=C1)CCC1=CC(=C(C=C1)OCC1=CC=CC=C1)OCC1=CC=CC=C1 (N-methyl-4-[2-(3,4-dibenzyloxyphenyl)ethyl]benzeneamine). Isolated yield 69.0%. As a reaction SMILES: [H-].[H-].[H-].[H-].[Li+].[Al+3].[CH:7]([NH:9][C:10]1[CH:15]=[CH:14][C:13]([CH2:16][CH2:17][C:18]2[CH:23]=[CH:22][C:21]([O:24][CH2:25][C:26]3[CH:31]=[CH:30][CH:29]=[CH:28][CH:27]=3)=[C:20]([O:32][CH2:33][C:34]3[CH:39]=[CH:38][CH:37]=[CH:36][CH:35]=3)[CH:19]=2)=[CH:12][CH:11]=1)=O.[H-].[H-].[H-].[H-].[Li+].[Al+3].C1COCC1.[OH-].[Na+]>C1COCC1.O>[CH3:7][NH:9][C:10]1[CH:11]=[CH:12][C:13]([CH2:16][CH2:17][C:18]2[CH:23]=[CH:22][C:21]([O:24][CH2:25][C:26]3[CH:31]=[CH:30][CH:29]=[CH:28][CH:27]=3)=[C:20]([O:32][CH2:33][C:34]3[CH:39]=[CH:38][CH:37]=[CH:36][CH:35]=3)[CH:19]=2)=[CH:14][CH:15]=1 |f:0.1.2.3.4.5,7.8.9.10.11.12.13,14.15|. Procedure: LAH (0.25 g, 6.5 mmole) is added to dry THF (20 ml) under an inert atmosphere, then cooled to ~4° C. (ice/water bath). N-formyl-4-[2-(3,4-dibenzyloxyphenyl)ethyl]benzeneamine (2.9 g, 6.5 mmole) is dissolved in dry THF (20 ml) and added via cannula dropwise to the LAH/THF suspension. The reaction is stirred for 20 hours at ambient temperature under an inert atmosphere. Water (0.25 ml) followed by 15% NaOH (0.25 ml) and finally water (0.75 ml) is added to the reaction mixture. The mixture is filte... Starting materials: CCCCc1nc(C)c(CC(=O)C(C)(C)C)c(=O)n1Cc1ccc(-c2ccccc2C#N)cc1, CCOC(C)=O, CCO, O. The product is CCCCc1nc(C)c(CC(O)C(C)(C)C)c(=O)n1Cc1ccc(-c2ccccc2C#N)cc1. As a reaction SMILES: [CH2:1]([CH2:2][CH2:3][CH3:4])[c:5]1[n:6]([CH2:20][c:21]2[cH:22][cH:23][c:24](-[c:27]3[c:28]([C:33]#[N:34])[cH:29][cH:30][cH:31][cH:32]3)[cH:25][cH:26]2)[c:7](=[O:19])[c:8]([CH2:12][C:13]([C:14]([CH3:15])([CH3:16])[CH3:17])=[O:18])[c:9]([CH3:11])[n:10]1.[CH3:35][CH2:36][O:37][C:38](=[O:39])[CH3:40].[CH3:42][CH2:43][OH:44].[OH2:41]>>[CH2:1]([CH2:2][CH2:3][CH3:4])[c:5]1[n:6]([CH2:20][c:21]2[cH:22][cH:23][c:24](-[c:27]3[c:28]([C:33]#[N:34])[cH:29][cH:30][cH:31][cH:32]3)[cH:25][cH:26]2)[c:7](=[O:19])[c:8]([CH2:12][CH:13]([C:14]([CH3:15])([CH3:16])[CH3:17])[OH:18])[c:9]([CH3:11])[n:10]1. Starting materials: CC(C)(C)[S@](=O)N ((S)-2-methyl-propane-2-sulfinamide), C(CCC)=O (butyraldehyde), O (water), resultant mixture. The reagents and catalysts are CC([O-])C.[Ti+4].CC([O-])C.CC([O-])C.CC([O-])C (titanium isopropoxide). Solvent: ClCCl (dichloromethane). Run at temperature 60 celsius, time 10 minute. Product: C(CCC)=N[S@@](=O)C(C)(C)C ((S)-2-methyl-propane-2-sulfinic acid butylideneamide). The yield is 76.8%. As a reaction SMILES: [CH3:1][C:2]([S@@:5]([NH2:7])=[O:6])([CH3:4])[CH3:3].[CH:8](=O)[CH2:9][CH2:10][CH3:11].O>ClCCl.CC(C)[O-].[Ti+4].CC(C)[O-].CC(C)[O-].CC(C)[O-]>[CH:8](=[N:7][S@:5]([C:2]([CH3:4])([CH3:3])[CH3:1])=[O:6])[CH2:9][CH2:10][CH3:11] |f:4.5.6.7.8|. Procedure details: To a solution of (S)-2-methyl-propane-2-sulfinamide (6.7 g, 55 mmol) in dichloromethane (125 mL) is added butyraldehyde (4.0 g, 55 mmol) followed by titanium isopropoxide (32 g, 110 mmol). The reaction is then heated at reflux (bath temperature=60° C.) for 4 hours. The resultant mixture is cooled to room temperature and poured into a stirred mixture of diatomaceous earth (10 g) and water (100 mL). The slurry is stirred for 10 min and then filtered. The organic layer from the filtrate is concentr... Reactants: C(C1=CC=CC=C1)OC(=O)N1C(CN(CC1)C(=O)OC(C)(C)C)C(=O)NC(C)(C)C (1-(benzyloxycarbonyl)-4-(tert.butoxycarbonyl)-N-tert.butyl-2-piperazinecarboxamide). The reagents and catalysts are [Pd] (palladium-on-carbon). Solvent: C(C)O (ethanol). Run at time 2 hour. Yields the product C(C)(C)(C)OC(=O)N1CC(NCC1)C(=O)NC(C)(C)C (4-(tert.butoxycarbonyl)-N-tert.butyl-2-piperazinecarboxamide). Isolated yield 58.8%. RXN SMILES: C(OC([N:11]1[CH2:16][CH2:15][N:14]([C:17]([O:19][C:20]([CH3:23])([CH3:22])[CH3:21])=[O:18])[CH2:13][CH:12]1[C:24]([NH:26][C:27]([CH3:30])([CH3:29])[CH3:28])=[O:25])=O)C1C=CC=CC=1>C(O)C.[Pd]>[C:20]([O:19][C:17]([N:14]1[CH2:15][CH2:16][NH:11][CH:12]([C:24]([NH:26][C:27]([CH3:30])([CH3:29])[CH3:28])=[O:25])[CH2:13]1)=[O:18])([CH3:23])([CH3:22])[CH3:21]. Reported procedure: 1.1 g of 1-(benzyloxycarbonyl)-4-(tert.butoxycarbonyl)-N-tert.butyl-2-piperazinecarboxamide were dissolved in 40 ml of ethanol. 0.1 g of 10% palladium-on-carbon was added and the mixture was hydrogenated at room temperature and under atmospheric pressure for 2 hours. The catalyst was filtered off. The filtrate was evaporated to give 0.74 g of crude product which was purified by flash chromatography on silica gel using 5% methanol in dichloromethane for the elution. After evaporation of the solve... Reactants: C1CNCCN1, CN1CCNCC1, CC#N, COc1cc([N+](=O)[O-])cc(OCCCl)c1OC, [K+], [K+], O=C([O-])[O-]. The product is COc1cc([N+](=O)[O-])cc(OCCN2CCN(C)CC2)c1OC. Reaction SMILES: [CH2:31]1[NH:32][CH2:33][CH2:34][NH:35][CH2:36]1.[CH3:24][N:25]1[CH2:26][CH2:27][NH:28][CH2:29][CH2:30]1.[CH3:37][C:38]#[N:39].[Cl:1][CH2:2][CH2:3][O:4][c:5]1[c:6]([O:16][CH3:17])[c:7]([O:14][CH3:15])[cH:8][c:9]([N+:11](=[O:12])[O-:13])[cH:10]1.[K+:18].[K+:19].[O-:20][C:21]([O-:22])=[O:23]>>[CH2:2]([CH2:3][O:4][c:5]1[c:6]([O:16][CH3:17])[c:7]([O:14][CH3:15])[cH:8][c:9]([N+:11](=[O:12])[O-:13])[cH:10]1)[N:28]1[CH2:27][CH2:26][N:25]([CH3:24])[CH2:30][CH2:29]1.